This data is from the Open Reaction Database (ORD), a public repository of structured organic reaction records. The task is: describe an organic reaction: reactants, conditions, products, and yield The reactants are NS(=O)(=O)C=1C(=CC(=C(C(=O)O)C1)F)Cl (5-(Aminosulfonyl)-4-chloro-2-fluorobenzoic acid), CO (CH3OH). The reagents and catalysts are S(O)(O)(=O)=O (sulfuric acid). Run in CCOC(=O)C (EtOAc). Product: NS(=O)(=O)C=1C(=CC(=C(C(=O)OC)C1)F)Cl (Methyl 5-(aminosulfonyl)-4-chloro-2-fluorobenzoate). Isolated yield 95.0%. RXN SMILES: [NH2:1][S:2]([C:5]1[C:6]([Cl:15])=[CH:7][C:8]([F:14])=[C:9]([CH:13]=1)[C:10]([OH:12])=[O:11])(=[O:4])=[O:3].[CH3:16]O>S(=O)(=O)(O)O.CCOC(C)=O>[NH2:1][S:2]([C:5]1[C:6]([Cl:15])=[CH:7][C:8]([F:14])=[C:9]([CH:13]=1)[C:10]([O:12][CH3:16])=[O:11])(=[O:3])=[O:4]. Procedure: 5-(Aminosulfonyl)-4-chloro-2-fluorobenzoic acid (507 mg, 2.0 mmol) in CH3OH (3 mL) with 3 drops of concentrated sulfuric acid was heated at 80° C. for 60 hours. The reaction mixture was diluted with EtOAc (20 mL), washed with water, brine, and dried (Na2SO4). The solvent was evaporated to afford the product (508 mg, 95%) as a white solid. MS (ES+) m/z 268 [M+H]+. Reactants: complex, ethanolic-HCl, C(C)(=O)NC1C2=C(S(C(C1)CCOC)(=O)=O)SC(=C2)S(=O)(=O)N (4-acetamido-5,6-dihydro-6-(2-methoxyethyl)-4H-thieno[2,3-b]thiopyran-2-sulfonamide-7,7-dioxide), hydrochloride salts. Run in O1CCCC1 (tetrahydrofuran), CCOCC (ether). Product: C(C)NC1C2=C(S(C(C1)CCOC)(=O)=O)SC(=C2)S(=O)(=O)N (5,6-Dihydro-4-ethylamino-6-(2-methoxyethyl)-4H-thieno[2,3-b]thiopyran-2-sulfonamide-7,7-dioxide). As a reaction SMILES: [C:1]([NH:4][CH:5]1[CH2:10][CH:9]([CH2:11][CH2:12][O:13][CH3:14])[S:8](=[O:16])(=[O:15])[C:7]2[S:17][C:18]([S:20]([NH2:23])(=[O:22])=[O:21])=[CH:19][C:6]1=2)(=O)[CH3:2]>O1CCCC1.CCOCC>[CH2:1]([NH:4][CH:5]1[CH2:10][CH:9]([CH2:11][CH2:12][O:13][CH3:14])[S:8](=[O:16])(=[O:15])[C:7]2[S:17][C:18]([S:20]([NH2:23])(=[O:22])=[O:21])=[CH:19][C:6]1=2)[CH3:2]. Procedure: To a stirred solution of 4-acetamido-5,6-dihydro-6-(2-methoxyethyl)-4H-thieno[2,3-b]thiopyran-2-sulfonamide-7,7-dioxide (4.4 g, 0.0115 mol) in tetrahydrofuran (45 ml) under nitrogen and heated to reflux was added borane dimethylsulfide complex (5 ml, 0.05 mol of a 10 M complex) over about 20 minutes. Stirring was continued at reflux for 3 hours, then at room temperature overnight and another 5 hours and then concentrated in vacuo at room temperature. Methanol (50 ml) was carefully added to the w... The reactants are COC(=O)Cc1ccc(OC)c(-c2ccc(C(F)(F)F)cc2CN=[N+]=[N-])c1, CO. Product: COC(=O)Cc1ccc(OC)c(-c2ccc(C(F)(F)F)cc2CN)c1. Reaction SMILES: [CH3:1][O:2][C:3]([CH2:4][c:5]1[cH:6][c:7](-[c:13]2[c:14]([CH2:23][N:24]=[N+:25]=[N-:26])[cH:15][c:16]([C:19]([F:20])([F:21])[F:22])[cH:17][cH:18]2)[c:8]([O:11][CH3:12])[cH:9][cH:10]1)=[O:27].[CH3:28][OH:29]>>[CH3:1][O:2][C:3]([CH2:4][c:5]1[cH:6][c:7](-[c:13]2[c:14]([CH2:23][NH2:24])[cH:15][c:16]([C:19]([F:20])([F:21])[F:22])[cH:17][cH:18]2)[c:8]([O:11][CH3:12])[cH:9][cH:10]1)=[O:27].